Task: describe an organic reaction: reactants, conditions, products, and yield. Dataset: the Open Reaction Database (ORD), a public repository of structured organic reaction records Reactants: COS(=O)(=O)OC (dimethylsulfate), C(=O)([O-])[O-].[K+].[K+] (K2CO3), CC=1C(=C(C2=CC=C(C=C2C1)OC)OC1=CC=C(C=O)C=C1)C1=CC=CC=C1 (4-{[3-Methyl-6-(methyloxy)-2-phenyl-1-naphthalenyl]oxy}benzaldehyde), CN(N)C (N,N-dimethylhydrazine), resultant mixture. The solvent is O (water), CO (MeOH). The product is CC=1C(=C(C2=CC=C(C=C2C1)OC)OC1=CC=C(C#N)C=C1)C1=CC=CC=C1 (4-{[3-methyl-6-(methyloxy)-2-phenyl-1-naphthalenyl]oxy}benzonitrile). Isolated yield 61.3%. Reaction SMILES: [CH3:1][C:2]1[C:3]([C:23]2[CH:28]=[CH:27][CH:26]=[CH:25][CH:24]=2)=[C:4]([O:14][C:15]2[CH:22]=[CH:21][C:18]([CH:19]=O)=[CH:17][CH:16]=2)[C:5]2[C:10]([CH:11]=1)=[CH:9][C:8]([O:12][CH3:13])=[CH:7][CH:6]=2.C[N:30](C)N.COS(OC)(=O)=O.C([O-])([O-])=O.[K+].[K+]>CO.O>[CH3:1][C:2]1[C:3]([C:23]2[CH:28]=[CH:27][CH:26]=[CH:25][CH:24]=2)=[C:4]([O:14][C:15]2[CH:22]=[CH:21][C:18]([C:19]#[N:30])=[CH:17][CH:16]=2)[C:5]2[C:10]([CH:11]=1)=[CH:9][C:8]([O:12][CH3:13])=[CH:7][CH:6]=2 |f:3.4.5|. Procedure: To a solution of 4-{[3-methyl-6-(methyloxy)-2-phenyl-1-naphthalenyl]oxy}benzaldehyde (8) (0.920 g, 2.5 mmol) in MeOH (25 mL) was added N,N-dimethylhydrazine (0.341 mL, 4.5 mmol). The resultant mixture was stirred at room temperature for 12 h under N2. Reaction mixture was concentrated under reduced pressure and the residue was re-dissolved in CH3CN (25 mL) to which were added dimethylsulfate (0.378 mL, 3 mmol) and K2CO3 (0.415 g, 3 mmol) under N2. The reaction mixture was refluxed for 24 h. Reac... Reactants: COC=1C=C2C=CC=NC2=CC1 (6-methoxy-quinoline), N1=CC=CC=C1 (pyridine), BrBr (bromine). The solvent is C(Cl)(Cl)(Cl)Cl (CCl4). The product is BrC1=C2C=CC=NC2=CC=C1OC (5-bromo-6-methoxy-quinoline). Isolated yield 35.9%. Reaction SMILES: [CH3:1][O:2][C:3]1[CH:4]=[C:5]2[C:10](=[CH:11][CH:12]=1)[N:9]=[CH:8][CH:7]=[CH:6]2.N1C=CC=CC=1.[Br:19]Br>C(Cl)(Cl)(Cl)Cl>[Br:19][C:4]1[C:3]([O:2][CH3:1])=[CH:12][CH:11]=[C:10]2[C:5]=1[CH:6]=[CH:7][CH:8]=[N:9]2. Procedure: To a mixture of 6-methoxy-quinoline (13.0 g, 0.082 mol) and pyridine (13.2 mL, 0.164 mol) in CCl4 (130 mL) was added bromine (8.4 mL, 0.164 mol) dropwise. The mixture was heated to reflux for 2 hrs and cooled to room temperature. The liquid in the flask was decanted and washed with saturated aqueous NaHCO3 and water. The dark solid on the bottom of the flask was treated with NaHCO3 and dichloromethane. The combined organic layers were washed with water again and dried before being evaporated to ... Starting materials: NC1C=2N=CN(C2N=CN1)CCC(=O)OCC (3-(1.6-dihydro-6-amino-9H-purin-9-yl)propionic acid, ethyl ester), C(C)(=O)O (acetic acid), N(=O)[O-].[Na+] (NaNO2). The solvent is O (water). Reaction conditions: temperature 0 celsius. Product: O=C1C=2N=CN(C2N=CN1)CCC(=O)OCC (3-(1,6-dihydro-6-oxo-9H-purin-9-yl)propionic acid, ethyl ester). The yield is 30.0%. As a reaction SMILES: N[CH:2]1[NH:10][CH:9]=[N:8][C:7]2[N:6]([CH2:11][CH2:12][C:13]([O:15][CH2:16][CH3:17])=[O:14])[CH:5]=[N:4][C:3]1=2.C(O)(=[O:20])C.N([O-])=O.[Na+]>O>[O:20]=[C:2]1[NH:10][CH:9]=[N:8][C:7]2[N:6]([CH2:11][CH2:12][C:13]([O:15][CH2:16][CH3:17])=[O:14])[CH:5]=[N:4][C:3]1=2 |f:2.3|. Reported procedure: 3-(1.6-dihydro-6-amino-9H-purin-9-yl)propionic acid, ethyl ester (15.2 g., 64.6 mmol) (AIT-0026) was placed into a 500 ml round bottom flask with 350 ml glacial acetic acid and was stirred to complete dissolution. While stirring, 22.3 g (0.323 mol) NaNO2 dissolved in water (saturated) was added dropwise over a period of one hour using a dropping funnel (pressure equalizing). A brown gas formed during the addition. The flask was stoppered shortly after the addition was complete and the solution w... Starting materials: C(CCC)C=1N=C(NC(C1CC1=CC=C(C=C1)C=1C(=CC=CC1)C#N)=O)C (4′-[(4-butyl-2-methyl-6-oxo-1,6-dihydropyrimidin-5-yl)methyl]biphenyl-2-carbonitrile), [H-].[Na+] (sodium hydride), [BH4-].[Na+] (sodium borohydride), BrCC(C(C)(C)C)=O (1-bromo-3,3-dimethylbutan-2-one). Run in CN(C=O)C (N,N-dimethylformamide), C(C)(=O)OCC (ethyl acetate), CO (methanol). Conditions: time 10 minute. The product is C(CCC)C=1N=C(N(C(C1CC1=CC=C(C=C1)C=1C(=CC=CC1)C#N)=O)CC(C(C)(C)C)O)C (4′-{[4-butyl-1-(2-hydroxy-3,3-dimethylbutyl)-2-methyl-6-oxo-1,6-dihydropyrimidin-5-yl]methyl}biphenyl-2-carbonitrile). The yield is 16.4%. Reaction SMILES: [CH2:1]([C:5]1[N:6]=[C:7]([CH3:27])[NH:8][C:9](=[O:26])[C:10]=1[CH2:11][C:12]1[CH:17]=[CH:16][C:15]([C:18]2[C:19]([C:24]#[N:25])=[CH:20][CH:21]=[CH:22][CH:23]=2)=[CH:14][CH:13]=1)[CH2:2][CH2:3][CH3:4].[H-].[Na+].Br[CH2:31][C:32](=[O:37])[C:33]([CH3:36])([CH3:35])[CH3:34].[BH4-].[Na+]>C(OCC)(=O)C.CO.CN(C)C=O>[CH2:1]([C:5]1[N:6]=[C:7]([CH3:27])[N:8]([CH2:31][CH:32]([OH:37])[C:33]([CH3:36])([CH3:35])[CH3:34])[C:9](=[O:26])[C:10]=1[CH2:11][C:12]1[CH:17]=[CH:16][C:15]([C:18]2[C:19]([C:24]#[N:25])=[CH:20][CH:21]=[CH:22][CH:23]=2)=[CH:14][CH:13]=1)[CH2:2][CH2:3][CH3:4] |f:1.2,4.5|. Procedure details: A mixture of 4′-[(4-butyl-2-methyl-6-oxo-1,6-dihydropyrimidin-5-yl)methyl]biphenyl-2-carbonitrile (1 g), sodium hydride (0.17 g) and N,N-dimethylformamide (10 mL) was stirred at room temperature for 10 min, 1-bromo-3,3-dimethylbutan-2-one (0.75 g) was added, and the mixture was stirred at room temperature for 16 hr. The reaction mixture was diluted with ethyl acetate, washed with 5% aqueous potassium hydrogen sulfate solution and then with saturated brine, and dried over anhydrous magnesium sulf... Reactants: FC=1C=C(C=CC1)S (3-Fluorothiophenol), C1(=CC=CC=C1)P(C1=CC=CC=2C(C3=CC=CC(=C3OC12)P(C1=CC=CC=C1)C1=CC=CC=C1)(C)C)C1=CC=CC=C1 (4,5-Bis(diphenylphosphino)-9,9-dimethylxanthene), CCN(C(C)C)C(C)C (DIPEA), C(C)(C)(C)OC(=O)N1C[C@@H](CC1)C1=C(C=C(C=C1)Br)O ((S)-3-(4-bromo-2-hydroxy-phenyl)-pyrrolidine-1-carboxylic acid tert-butyl ester), OS(=O)(=O)[O-].[K+].[O-]S(=O)(=O)[O-].[Na+].[Na+] (KHSO4 Na2SO4). The reagents and catalysts are [Pd].[Pd].C(C1=CC=CC=C1)=CC(=O)C=CC1=CC=CC=C1.C(C1=CC=CC=C1)=CC(=O)C=CC1=CC=CC=C1.C(C1=CC=CC=C1)=CC(=O)C=CC1=CC=CC=C1 (Tris(dibenzylideneacetone) dipalladium(0)). Run in O1CCOCC1 (1,4-dioxane), [Cl-].[Na+].O (brine). Run at temperature 5 celsius. Yields the product C(C)(C)(C)OC(=O)N1C[C@@H](CC1)C1=C(C=C(C=C1)SC1=CC(=CC=C1)F)O ((S)-3-[4-(3-fluoro-phenylsulfanyl)-2-hydroxy-phenyl]-pyrrolidine-1-carboxylic acid tert-butyl ester). The yield is 70.5%. Reaction SMILES: [F:1][C:2]1[CH:3]=[C:4]([SH:8])[CH:5]=[CH:6][CH:7]=1.C1(P(C2C=CC=CC=2)C2C3OC4C(=CC=CC=4P(C4C=CC=CC=4)C4C=CC=CC=4)C(C)(C)C=3C=CC=2)C=CC=CC=1.CCN(C(C)C)C(C)C.[C:60]([O:64][C:65]([N:67]1[CH2:71][CH2:70][C@@H:69]([C:72]2[CH:77]=[CH:76][C:75](Br)=[CH:74][C:73]=2[OH:79])[CH2:68]1)=[O:66])([CH3:63])([CH3:62])[CH3:61].OS([O-])(=O)=O.[K+].[O-]S([O-])(=O)=O.[Na+].[Na+]>O1CCOCC1.[Cl-].[Na+].O.[Pd].[Pd].C(=CC(C=CC1C=CC=CC=1)=O)C1C=CC=CC=1.C(=CC(C=CC1C=CC=CC=1)=O)C1C=CC=CC=1.C(=CC(C=CC1C=CC=CC=1)=O)C1C=CC=CC=1>[C:60]([O:64][C:65]([N:67]1[CH2:71][CH2:70][C@@H:69]([C:72]2[CH:77]=[CH:76][C:75]([S:8][C:4]3[CH:5]=[CH:6][CH:7]=[C:2]([F:1])[CH:3]=3)=[CH:74][C:73]=2[OH:79])[CH2:68]1)=[O:66])([CH3:63])([CH3:61])[CH3:62] |f:4.5.6.7.8,10.11.12,13.14.15.16.17|. Procedure: 3-Fluorothiophenol (58 μL, 0.681 mmol), Tris(dibenzylideneacetone) dipalladium(0) (77.4 mg, 0.085 mmol), 4,5-Bis(diphenylphosphino)-9,9-dimethylxanthene (97.4 mg, 0.170 mmol) and DIPEA (0.156 mL, 1.71 mmol) were added to a solution of (S)-3-(4-bromo-2-hydroxy-phenyl)-pyrrolidine-1-carboxylic acid tert-butyl ester (233 mg, 0.681 mmol) in 1,4-dioxane (4.6 mL). The reaction mixture was heated at reflux for 18 hours, then cooled to 5° C. and a solution of 10% KHSO4/Na2SO4 was added, followed by brin... Reactants: C1CCOC1, COC(=O)c1cc(-n2cnnn2)cc(-n2ccc(C)cc2=O)c1, [Li+], [OH-], O, O. The product is Cc1ccn(-c2cc(C(=O)O)cc(-n3cnnn3)c2)c(=O)c1. RXN SMILES: [CH2:28]1[O:29][CH2:30][CH2:31][CH2:32]1.[CH3:4][O:5][C:6]([c:7]1[cH:8][c:9](-[n:18]2[c:19](=[O:25])[cH:20][c:21]([CH3:24])[cH:22][cH:23]2)[cH:10][c:11](-[n:13]2[n:14][n:15][n:16][cH:17]2)[cH:12]1)=[O:26].[Li+:2].[OH-:1].[OH2:27].[OH2:3]>>[O:5]=[C:6]([c:7]1[cH:8][c:9](-[n:18]2[c:19](=[O:25])[cH:20][c:21]([CH3:24])[cH:22][cH:23]2)[cH:10][c:11](-[n:13]2[n:14][n:15][n:16][cH:17]2)[cH:12]1)[OH:26]. Starting materials: Cl (hydrochloric acid), C(C)(C)(C)OC(=O)N1CCC(CC1)(O)C1=C(C=CC=C1)SC1=CC=C(C=C1)C (1-tert-butoxycarbonyl-4-[2-(4-methylphenylsulfanyl)phenyl]piperidin-4-ol), [OH-].[Na+] (NaOH). Solvent: C(C)(=O)O (acetic acid). Yields the product CC1=CC=C(C=C1)SC1=C(C=CC=C1)C=1CCNCC1 (4-[2-(4-Methylphenylsulfanyl)phenyl]-3,6-dihydro-2H-pyridine). As a reaction SMILES: Cl.C(OC([N:9]1[CH2:14][CH2:13][C:12]([C:16]2[CH:21]=[CH:20][CH:19]=[CH:18][C:17]=2[S:22][C:23]2[CH:28]=[CH:27][C:26]([CH3:29])=[CH:25][CH:24]=2)(O)[CH2:11][CH2:10]1)=O)(C)(C)C.[OH-].[Na+]>C(O)(=O)C>[CH3:29][C:26]1[CH:27]=[CH:28][C:23]([S:22][C:17]2[CH:18]=[CH:19][CH:20]=[CH:21][C:16]=2[C:12]2[CH2:13][CH2:14][NH:9][CH2:10][CH:11]=2)=[CH:24][CH:25]=1 |f:2.3|. Procedure: Concentrated aq hydrochloric acid (10 ml) was added to a stirred solution of 1-tert-butoxycarbonyl-4-[2-(4-methylphenylsulfanyl)phenyl]piperidin-4-ol (0.84 g, 2.1 mmol) in acetic acid (30 mL). The solution was boiled under reflux overnight, cooled to room temperature and then stirred in an ice bath. An aqueous solution of NaOH (9.1 M, 40 mL) was slowly added and the unclear solution was extracted with ethyl acetate (2×40 ml). The combined organic phases were dried (MgSO4) and the solvents evapor... Reactants: COc1ccc(-c2nc3c(Br)cc(OC)cc3s2)cc1, O=C([O-])[O-], CCOC(C)=O, CB(O)O, Cc1ccccc1, [K+], [K+], c1ccc(P(c2ccccc2)(c2ccccc2)[Pd](P(c2ccccc2)(c2ccccc2)c2ccccc2)(P(c2ccccc2)(c2ccccc2)c2ccccc2)P(c2ccccc2)(c2ccccc2)c2ccccc2)cc1. The product is COc1ccc(-c2nc3c(C)cc(OC)cc3s2)cc1. As a reaction SMILES: [Br:1][c:2]1[cH:3][c:4]([O:19][CH3:20])[cH:5][c:6]2[c:7]1[n:8][c:9](-[c:11]1[cH:12][cH:13][c:14]([O:17][CH3:18])[cH:15][cH:16]1)[s:10]2.[C:21](=[O:22])([O-:23])[O-:24].[CH2:38]([O:39][C:40](=[O:41])[CH3:42])[CH3:43].[CH3:27][B:28]([OH:29])[OH:30].[CH3:31][c:32]1[cH:33][cH:34][cH:35][cH:36][cH:37]1.[K+:25].[K+:26].[cH:44]1[cH:45][cH:46][c:47]([P:48]([Pd:49]([P:50]([c:51]2[cH:52][cH:53][cH:54][cH:55][cH:56]2)([c:57]2[cH:58][cH:59][cH:60][cH:61][cH:62]2)[c:63]2[cH:64][cH:65][cH:66][cH:67][cH:68]2)([P:69]([c:70]2[cH:71][cH:72][cH:73][cH:74][cH:75]2)([c:76]2[cH:77][cH:78][cH:79][cH:80][cH:81]2)[c:82]2[cH:83][cH:84][cH:85][cH:86][cH:87]2)[P:88]([c:89]2[cH:90][cH:91][cH:92][cH:93][cH:94]2)([c:95]2[cH:96][cH:97][cH:98][cH:99][cH:100]2)[c:101]2[cH:102][cH:103][cH:104][cH:105][cH:106]2)([c:107]2[cH:108][cH:109][cH:110][cH:111][cH:112]2)[c:113]2[cH:114][cH:115][cH:116][cH:117][cH:118]2)[cH:119][cH:120]1>>[c:2]1([CH3:21])[cH:3][c:4]([O:19][CH3:20])[cH:5][c:6]2[c:7]1[n:8][c:9](-[c:11]1[cH:12][cH:13][c:14]([O:17][CH3:18])[cH:15][cH:16]1)[s:10]2.